This data is from the Open Reaction Database (ORD), a public repository of structured organic reaction records. The task is: describe an organic reaction: reactants, conditions, products, and yield Starting materials: CN(C(C(C1=CC=CC=C1)C1=CC=CC=C1)=O)[C@H](CN1C[C@H](CC1)O)C1=CC=C(C=C1)OCC1=CC=CC=C1 (N-methyl-N-[(1S)-1-(p-benzyloxyphenyl)-2-((3S)-3-hydroxypyrrolidino)ethyl]-2,2-diphenylacetamide), [H][H] (hydrogen). Reagents/catalysts: [Pd] (Pd-C). The solvent is C(C)(=O)OCC (ethyl acetate). The product is CN(C(C(C1=CC=CC=C1)C1=CC=CC=C1)=O)[C@H](CN1C[C@H](CC1)O)C1=CC=C(C=C1)O (N-methyl-N-[(1S)-1-(p-hydroxyphenyl)-2-((3S)-3-hydroxypyrrolidino)ethyl]-2,2-diphenylacetamide). RXN SMILES: [CH3:1][N:2]([C@@H:18]([C:26]1[CH:31]=[CH:30][C:29]([O:32]CC2C=CC=CC=2)=[CH:28][CH:27]=1)[CH2:19][N:20]1[CH2:24][CH2:23][C@H:22]([OH:25])[CH2:21]1)[C:3](=[O:17])[CH:4]([C:11]1[CH:16]=[CH:15][CH:14]=[CH:13][CH:12]=1)[C:5]1[CH:10]=[CH:9][CH:8]=[CH:7][CH:6]=1.[H][H]>C(OCC)(=O)C.[Pd]>[CH3:1][N:2]([C@@H:18]([C:26]1[CH:31]=[CH:30][C:29]([OH:32])=[CH:28][CH:27]=1)[CH2:19][N:20]1[CH2:24][CH2:23][C@H:22]([OH:25])[CH2:21]1)[C:3](=[O:17])[CH:4]([C:11]1[CH:12]=[CH:13][CH:14]=[CH:15][CH:16]=1)[C:5]1[CH:6]=[CH:7][CH:8]=[CH:9][CH:10]=1. Procedure details: A solution of 1 g of N-methyl-N-[(1S)-1-(p-benzyloxyphenyl)-2-((3S)-3-hydroxypyrrolidino)ethyl]-2,2-diphenylacetamide in 25 ml of ethyl acetate is hydrogenated on 0.5 g of 5% Pd-C at 20° and under 1 bar until hydrogen uptake ceases, the mixture is filtered, the filtrate is evaporated, and N-methyl-N-[(1S)-1-(p-hydroxyphenyl)-2-((3S)-3-hydroxypyrrolidino)ethyl]-2,2-diphenylacetamide is obtained. The reactants are CCCOc1nc(C(=O)O)cnc1N1CCCC1, C1CCNC1, CCCCO, COC(=O)c1cnc(Cl)c(Br)n1, [K+], [OH-]. Product: CCCCOc1nc(C(=O)O)cnc1N1CCCC1. Reaction SMILES: [CH2:1]([CH2:2][CH3:3])[O:4][c:5]1[c:6]([N:14]2[CH2:15][CH2:16][CH2:17][CH2:18]2)[n:7][cH:8][c:9]([C:11](=[O:12])[OH:13])[n:10]1.[CH2:31]1[CH2:32][NH:33][CH2:34][CH2:35]1.[CH2:38]([OH:39])[CH2:40][CH2:41][CH3:42].[CH3:19][O:20][C:21]([c:22]1[cH:23][n:24][c:25]([Cl:26])[c:27]([Br:28])[n:29]1)=[O:30].[K+:37].[OH-:36]>>[CH2:1]([CH2:2][CH2:3][CH3:19])[O:4][c:5]1[c:6]([N:14]2[CH2:15][CH2:16][CH2:17][CH2:18]2)[n:7][cH:8][c:9]([C:11](=[O:12])[OH:13])[n:10]1. The reactants are Cc1ccc(S(=O)(=O)n2cnc(CCN(Cc3ncc(C)cc3C)Cc3ncccc3C(C)(C)c3ccc(F)cc3)c2)cc1, CO, On1nnc2ccccc21. The product is Cc1cnc(CN(CCc2c[nH]cn2)Cc2ncccc2C(C)(C)c2ccc(F)cc2)c(C)c1. Reaction SMILES: [CH3:1][c:2]1[c:3]([CH2:9][N:10]([CH2:11][CH2:12][c:13]2[n:14][cH:15][n:16]([S:18]([c:19]3[cH:20][cH:21][c:22]([CH3:23])[cH:24][cH:25]3)(=[O:26])=[O:27])[cH:17]2)[CH2:28][c:29]2[n:30][cH:31][cH:32][cH:33][c:34]2[C:35]([CH3:36])([CH3:37])[c:38]2[cH:39][cH:40][c:41]([F:44])[cH:42][cH:43]2)[n:4][cH:5][c:6]([CH3:8])[cH:7]1.[CH3:55][OH:56].[OH:45][n:46]1[c:47]2[c:48]([cH:49][cH:50][cH:51][cH:52]2)[n:53][n:54]1>>[CH3:1][c:2]1[c:3]([CH2:9][N:10]([CH2:11][CH2:12][c:13]2[n:14][cH:15][nH:16][cH:17]2)[CH2:28][c:29]2[n:30][cH:31][cH:32][cH:33][c:34]2[C:35]([CH3:36])([CH3:37])[c:38]2[cH:39][cH:40][c:41]([F:44])[cH:42][cH:43]2)[n:4][cH:5][c:6]([CH3:8])[cH:7]1.